The task is: describe an organic reaction: reactants, conditions, products, and yield. This data is from the Open Reaction Database (ORD), a public repository of structured organic reaction records. Yield: 25.6%. Reported procedure: Following general procedure D, tert-butyl 2-(5-(6-bromo-3-(cyclopropanecarbonyl)quinolin-4-ylamino)pyridin-2-yloxy)ethylcarbamate (100 mg, 0.19 mmol) was reacted with 2-chloro-6-fluoro-4-(4,4,5,5-tetramethyl-1,3,2-dioxaborolan-2-yl)phenol (76 mg, 0.28 mmol) to obtain the protected intermediate which was subjected to general procedure A-2 to afford the desired product (24 mg, 26% over two steps) as a yellow solid: 1H NMR (500 MHz, CD3OD+TFA-d) δ 9.40 (s, 1H), 8.34-8.24 (m, 2H), 8.13-8.03 (m, 2H),... The product is NCCOC1=CC=C(C=N1)NC1=C(C=NC2=CC=C(C=C12)C1=CC(=C(C(=C1)F)O)Cl)C(=O)C1CC1 ((4-(6-(2-Aminoethoxy)pyridin-3-ylamino)-6-(3-chloro-5-fluoro-4-hydroxyphenyl)quinolin-3-yl)(cyclopropyl)methanone). The reactants are BrC=1C=C2C(=C(C=NC2=CC1)C(=O)C1CC1)NC=1C=CC(=NC1)OCCNC(OC(C)(C)C)=O (tert-butyl 2-(5-(6-bromo-3-(cyclopropanecarbonyl)quinolin-4-ylamino)pyridin-2-yloxy)ethylcarbamate), ClC1=C(C(=CC(=C1)B1OC(C(O1)(C)C)(C)C)F)O (2-chloro-6-fluoro-4-(4,4,5,5-tetramethyl-1,3,2-dioxaborolan-2-yl)phenol). As a reaction SMILES: Br[C:2]1[CH:3]=[C:4]2[C:9](=[CH:10][CH:11]=1)[N:8]=[CH:7][C:6]([C:12]([CH:14]1[CH2:16][CH2:15]1)=[O:13])=[C:5]2[NH:17][C:18]1[CH:19]=[CH:20][C:21]([O:24][CH2:25][CH2:26][NH:27]C(=O)OC(C)(C)C)=[N:22][CH:23]=1.[Cl:35][C:36]1[CH:41]=[C:40](B2OC(C)(C)C(C)(C)O2)[CH:39]=[C:38]([F:51])[C:37]=1[OH:52]>>[NH2:27][CH2:26][CH2:25][O:24][C:21]1[N:22]=[CH:23][C:18]([NH:17][C:5]2[C:4]3[C:9](=[CH:10][CH:11]=[C:2]([C:40]4[CH:39]=[C:38]([F:51])[C:37]([OH:52])=[C:36]([Cl:35])[CH:41]=4)[CH:3]=3)[N:8]=[CH:7][C:6]=2[C:12]([CH:14]2[CH2:15][CH2:16]2)=[O:13])=[CH:19][CH:20]=1. Starting materials: C(CCCCC)N1C(C2C(C2C1)(C1=CC(=CC=C1)C=1SC=CC1)C)=O (3-Hexyl-6-methyl-6-[3-(2-thienyl)phenyl]-3-azabicyclo[3.1.0]hexan-2-one), [H-].[Al+3].[Li+].[H-].[H-].[H-] (Lithium aluminium hydride). Solvent: O1CCCC1 (tetrahydrofuran). Reaction conditions: time 16 hour. The product is C(CCCCC)N1CC2C(C2C1)(C1=CC(=CC=C1)C=1SC=CC1)C (3-Hexyl-6-methyl-6-[3-(2-thienyl)phenyl]-3-azabicyclo[3.1.0]hexane). RXN SMILES: [CH2:1]([N:7]1[CH2:12][CH:11]2[CH:9]([C:10]2([CH3:24])[C:13]2[CH:18]=[CH:17][CH:16]=[C:15]([C:19]3[S:20][CH:21]=[CH:22][CH:23]=3)[CH:14]=2)[C:8]1=O)[CH2:2][CH2:3][CH2:4][CH2:5][CH3:6].[H-].[Al+3].[Li+].[H-].[H-].[H-]>O1CCCC1>[CH2:1]([N:7]1[CH2:8][CH:9]2[CH:11]([C:10]2([CH3:24])[C:13]2[CH:18]=[CH:17][CH:16]=[C:15]([C:19]3[S:20][CH:21]=[CH:22][CH:23]=3)[CH:14]=2)[CH2:12]1)[CH2:2][CH2:3][CH2:4][CH2:5][CH3:6] |f:1.2.3.4.5.6|. Procedure: 3-Hexyl-6-methyl-6-[3-(2-thienyl)phenyl]-3-azabicyclo[3.1.0]hexan-2-one (Preparation 69, 64 mg, 0.19 mmol) was dissolved in tetrahydrofuran (20 ml) at 0° C. Lithium aluminium hydride (1M in tetrahydrofuran, 0.4 ml, 0.4 mmol) was added under nitrogen and then the reaction mixture was stirred at room temperature for 16 h. The reaction mixture was quenched by adding aqueous sodium hydroxide solution (2N, 0.8 ml), followed by solid isodium hydrogen carbonate and ethyl acetate. The reaction mixture w... Starting materials: C1(=CC=CC=C1)S (thiophenol), C(C=C)#N (acrylonitrile), C[O-].[Na+] (sodium methoxide). RXN SMILES: [C:1]1([SH:7])[CH:6]=[CH:5][CH:4]=[CH:3][CH:2]=1.[C:8](#[N:11])[CH:9]=[CH2:10].C[O-].[Na+]>>[C:1]1([S:7][CH2:10][CH2:9][C:8]#[N:11])[CH:6]=[CH:5][CH:4]=[CH:3][CH:2]=1 |f:2.3|. Procedure details: β-Phenylmercaptopropionitrile was prepared according to the procedure of Example 1 using thiophenol (25.0 g; 0.23 moles), acrylonitrile (12.2 g; 0.23 moles) and sodium methoxide (0.5 g). The product is C1(=CC=CC=C1)SCCC#N (β-Phenylmercaptopropionitrile). Procedure details: A mixture of (2RS,4SR)-4-(3-benzyloxy-5-fluorophenyl)-4-hydroxy-2-methyltetrahydropyran (0.45 g) and dimethylformamide (5 ml) cooled in an ice bath, sodium hydride (0.068 g of a 55% w/w dispersion in mineral oil) was added and the mixture was stirred for 45 minutes. Methyl iodide (0.11 ml) was added and the mixture was stirred for 15 minutes. The ice bath was removed and the mixture was stirred at ambient temperature for 30 minutes. The mixture was poured into water (15 ml) and extracted with et... Run at time 45 minute. Reaction SMILES: [CH2:1]([O:8][C:9]1[CH:10]=[C:11]([C:16]2([OH:23])[CH2:21][CH2:20][O:19][CH:18]([CH3:22])[CH2:17]2)[CH:12]=[C:13]([F:15])[CH:14]=1)[C:2]1[CH:7]=[CH:6][CH:5]=[CH:4][CH:3]=1.[H-].[Na+].[CH3:26]I>CN(C)C=O>[CH2:1]([O:8][C:9]1[CH:10]=[C:11]([C:16]2([O:23][CH3:26])[CH2:21][CH2:20][O:19][CH:18]([CH3:22])[CH2:17]2)[CH:12]=[C:13]([F:15])[CH:14]=1)[C:2]1[CH:3]=[CH:4][CH:5]=[CH:6][CH:7]=1 |f:1.2|. The reactants are [H-].[Na+] (sodium hydride), C(C1=CC=CC=C1)OC=1C=C(C=C(C1)F)C1(CC(OCC1)C)O ((2RS,4SR)-4-(3-benzyloxy-5-fluorophenyl)-4-hydroxy-2-methyltetrahydropyran), CI (Methyl iodide). The yield is 71.0%. The solvent is CN(C=O)C (dimethylformamide). The product is C(C1=CC=CC=C1)OC=1C=C(C=C(C1)F)C1(CC(OCC1)C)OC ((2RS,4SR)-4-(3-benzyloxy-5-fluorophenyl)-4-methoxy-2-methyltetrahydropyran).